From a dataset of the Open Reaction Database (ORD), a public repository of structured organic reaction records. describe an organic reaction: reactants, conditions, products, and yield Starting materials: FC=1C=C(C(=O)O)C=CC1[C@@H]1OC[C@H](OC1)CCCCC (3-fluoro-4-(trans-5-pentyl-1,4-dioxane-2-yl)benzoic acid), C1(CCCCC1)N=C=NC1CCCCC1 (dicyclohexylcarbodiimide), nitrile, C(CC)[C@@H]1CC[C@H](CC1)O (trans-4-propylcyclohexanol). Solvent: C(C)OCC (diethyl ether). The product is C(CC)[C@@H]1CC[C@H](CC1)OC(C1=CC(=C(C=C1)[C@@H]1OC[C@H](OC1)CCCCC)F)=O (3-fluoro-4-(trans-5-pentyl-1,4-dioxan-2-yl)benzoic acid trans-4-propylcyclohexyl ester). Reaction SMILES: [F:1][C:2]1[CH:3]=[C:4]([CH:8]=[CH:9][C:10]=1[C@H:11]1[CH2:16][O:15][C@H:14]([CH2:17][CH2:18][CH2:19][CH2:20][CH3:21])[CH2:13][O:12]1)[C:5]([OH:7])=[O:6].[CH2:22]([C@H:25]1[CH2:30][CH2:29][C@H:28](O)[CH2:27][CH2:26]1)[CH2:23][CH3:24].C1(N=C=NC2CCCCC2)CCCCC1>C(OCC)C>[CH2:22]([C@H:25]1[CH2:30][CH2:29][C@H:28]([O:6][C:5](=[O:7])[C:4]2[CH:8]=[CH:9][C:10]([C@H:11]3[CH2:16][O:15][C@H:14]([CH2:17][CH2:18][CH2:19][CH2:20][CH3:21])[CH2:13][O:12]3)=[C:2]([F:1])[CH:3]=2)[CH2:27][CH2:26]1)[CH2:23][CH3:24]. Procedure details: A mixture of 2.96 g. 3-fluoro-4-(trans-5-pentyl-1,4-dioxane-2-yl)benzoic acid (obtainable from the nitrile, cf. Example 7), 1.42 g. trans-4-propylcyclohexanol and 2.06 g. dicyclohexylcarbodiimide is boiled in 50 ml. diethyl ether for 6 hours. After cooling, one filters, works up as usual and obtains 3-fluoro-4-(trans-5-pentyl-1,4-dioxan-2-yl)benzoic acid trans-4-propylcyclohexyl ester. Reactants: B(F)(F)F.CCOCC (BF3.OEt2), ice, C(C1=CC=CC=C1)N1CCOC2=C1C=C(C=C2)C(O)C2=C(C=CC(=C2)Br)C(C)C ((4-Benzyl-3,4-dihydro-2H-benzo[1,4]oxazin-6-yl)-(5-bromo-2-isopropyl-phenyl)-methanol), [SiH](CC)(CC)CC (Et3SiH). Run in ClCCl (dichloromethane). Reaction conditions: time 8 hour. Product: C(C1=CC=CC=C1)N1CCOC2=C1C=C(C=C2)CC2=C(C=CC(=C2)Br)C(C)C (4-Benzyl-6-(5-bromo-2-isopropyl-benzyl)-3,4-dihydro-2H-benzo[1,4]oxazine). Isolated yield 79.8%. Reaction SMILES: [CH2:1]([N:8]1[C:13]2[CH:14]=[C:15]([CH:18]([C:20]3[CH:25]=[C:24]([Br:26])[CH:23]=[CH:22][C:21]=3[CH:27]([CH3:29])[CH3:28])O)[CH:16]=[CH:17][C:12]=2[O:11][CH2:10][CH2:9]1)[C:2]1[CH:7]=[CH:6][CH:5]=[CH:4][CH:3]=1.[SiH](CC)(CC)CC.B(F)(F)F.CCOCC>ClCCl>[CH2:1]([N:8]1[C:13]2[CH:14]=[C:15]([CH2:18][C:20]3[CH:25]=[C:24]([Br:26])[CH:23]=[CH:22][C:21]=3[CH:27]([CH3:29])[CH3:28])[CH:16]=[CH:17][C:12]=2[O:11][CH2:10][CH2:9]1)[C:2]1[CH:3]=[CH:4][CH:5]=[CH:6][CH:7]=1 |f:2.3|. Reported procedure: To an ice cold solution of (4-Benzyl-3,4-dihydro-2H-benzo[1,4]oxazin-6-yl)-(5-bromo-2-isopropyl-phenyl)-methanol (1.3 g, 2.87 mmol) in dichloromethane (25 mL) was added Et3SiH (4.8 mL, 5.70 mmol) followed by BF3.OEt2 (0.74 mL, 5.7 mmol). The reaction mixture was stirred at room temperature overnight then quenched by the addition of aq. NaHCO3. The reaction mixture was extracted with ethyl acetate (3×30 mL), and the combined organic layers were washed with brine (30 mL) and dried over sodium sulf... Starting materials: CSC=1N=CC2=C(N1)C(=C(S2)C(=O)OC)OS(=O)(=O)C(F)(F)F (methyl 2-(methylsulfanyl)-7-{[(trifluoromethyl)sulfonyl]oxy}thieno[3,2-d]pyrimidine-6-carboxylate), C1(=CC=CC=C1)B(O)O (phenylboronic acid), CC(C)(C)N=P(N1CCCC1)(N2CCCC2)N3CCCC3 (BTPP). Reagents/catalysts: Cl[Pd]Cl (dichloropalladium). Run in O1CCOCC1 (dioxane). Yields the product CSC=1N=CC2=C(N1)C(=C(S2)C(=O)OC)C2=CC=CC=C2 (methyl 2-(methylsulfanyl)-7-phenylthieno[3,2-d]pyrimidine-6-carboxylate). Isolated yield 78.6%. RXN SMILES: [CH3:1][S:2][C:3]1[N:4]=[CH:5][C:6]2[S:11][C:10]([C:12]([O:14][CH3:15])=[O:13])=[C:9](OS(C(F)(F)F)(=O)=O)[C:7]=2[N:8]=1.[C:24]1(B(O)O)[CH:29]=[CH:28][CH:27]=[CH:26][CH:25]=1.CC(N=P(N1CCCC1)(N1CCCC1)N1CCCC1)(C)C>Cl[Pd]Cl.O1CCOCC1>[CH3:1][S:2][C:3]1[N:4]=[CH:5][C:6]2[S:11][C:10]([C:12]([O:14][CH3:15])=[O:13])=[C:9]([C:24]3[CH:29]=[CH:28][CH:27]=[CH:26][CH:25]=3)[C:7]=2[N:8]=1. Reported procedure: Anhydrous dioxane is added, under argon, to a mixture of 2.5 g of methyl 2-(methylsulfanyl)-7-{[(trifluoromethyl)sulfonyl]oxy}thieno[3,2-d]pyrimidine-6-carboxylate 4 (example 1) and 0.785 g of phenylboronic acid. After the addition of 250 mg of dichloropalladium (dppf) and 4.09 g of BTPP, the mixture is refluxed for 20 h, and then cooled to ambient temperature. The mixture is filtered on silica gel, elution being carried out with ethyl acetate. The solvent is evaporated off under vacuum and the ... Reactants: Clc1ncnc2c1CCN2c1ccc(Br)cc1, [H-], [Na+], CC(C)OC(=O)N1CCC(O)CC1. The product is CC(C)OC(=O)N1CCC(Oc2ncnc3c2CCN3c2ccc(Br)cc2)CC1. As a reaction SMILES: [Br:16][c:17]1[cH:18][cH:19][c:20]([N:23]2[CH2:24][CH2:25][c:26]3[c:27]2[n:28][cH:29][n:30][c:31]3[Cl:32])[cH:21][cH:22]1.[H-:15].[Na+:14].[OH:1][CH:2]1[CH2:3][CH2:4][N:5]([C:8](=[O:9])[O:10][CH:11]([CH3:12])[CH3:13])[CH2:6][CH2:7]1>>[O:1]([CH:2]1[CH2:3][CH2:4][N:5]([C:8](=[O:9])[O:10][CH:11]([CH3:12])[CH3:13])[CH2:6][CH2:7]1)[c:31]1[c:26]2[c:27]([n:28][cH:29][n:30]1)[N:23]([c:20]1[cH:19][cH:18][c:17]([Br:16])[cH:22][cH:21]1)[CH2:24][CH2:25]2. Starting materials: C1CCOC1, CC(C)(C)OC(=O)N=NC(=O)OC(C)(C)C, O=Cc1ccc(O)cc1O, c1ccc(P(c2ccccc2)c2ccccc2)cc1, Cc1oc(-c2ccccc2)nc1CCO. Yields the product Cc1oc(-c2ccccc2)nc1CCOc1ccc(C=O)c(O)c1. As a reaction SMILES: [CH2:61]1[O:62][CH2:63][CH2:64][CH2:65]1.[N:45]([C:46]([O:47][C:48]([CH3:49])([CH3:50])[CH3:51])=[O:52])=[N:53][C:54]([O:55][C:56]([CH3:57])([CH3:58])[CH3:59])=[O:60].[OH:1][c:2]1[c:3]([CH:4]=[O:5])[cH:6][cH:7][c:8]([OH:10])[cH:9]1.[c:11]1([P:12]([c:13]2[cH:14][cH:15][cH:16][cH:17][cH:18]2)[c:19]2[cH:20][cH:21][cH:22][cH:23][cH:24]2)[cH:25][cH:26][cH:27][cH:28][cH:29]1.[c:30]1(-[c:36]2[o:37][c:38]([CH3:44])[c:39]([CH2:41][CH2:42][OH:43])[n:40]2)[cH:31][cH:32][cH:33][cH:34][cH:35]1>>[OH:1][c:2]1[c:3]([CH:4]=[O:5])[cH:6][cH:7][c:8]([O:10][CH2:42][CH2:41][c:39]2[c:38]([CH3:44])[o:37][c:36](-[c:30]3[cH:31][cH:32][cH:33][cH:34][cH:35]3)[n:40]2)[cH:9]1. The reactants are [Al+3], ON=C1CCCC(COCc2ccccc2)C1, CCOCC, [H-], [H-], [H-], [H-], [Li+]. Product: NC1CCCC(COCc2ccccc2)C1. As a reaction SMILES: [Al+3:19].[CH2:1]([c:2]1[cH:3][cH:4][cH:5][cH:6][cH:7]1)[O:8][CH2:9][CH:10]1[CH2:11][C:12](=[N:16][OH:17])[CH2:13][CH2:14][CH2:15]1.[CH3:24][CH2:25][O:26][CH2:27][CH3:28].[H-:18].[H-:21].[H-:22].[H-:23].[Li+:20]>>[CH2:1]([c:2]1[cH:3][cH:4][cH:5][cH:6][cH:7]1)[O:8][CH2:9][CH:10]1[CH2:11][CH:12]([NH2:16])[CH2:13][CH2:14][CH2:15]1. The reactants are C, Cc1oc(-c2ccccc2)nc1CCOc1ccc(C=CCC2OCCCO2)cc1, CCO, [Pd]. The product is Cc1oc(-c2ccccc2)nc1CCOc1ccc(CCCC2OCCCO2)cc1. As a reaction SMILES: [C:31].[CH3:1][c:2]1[c:3]([CH2:13][CH2:14][O:15][c:16]2[cH:17][cH:18][c:19]([CH:22]=[CH:23][CH2:24][CH:25]3[O:26][CH2:27][CH2:28][CH2:29][O:30]3)[cH:20][cH:21]2)[n:4][c:5](-[c:7]2[cH:8][cH:9][cH:10][cH:11][cH:12]2)[o:6]1.[CH3:33][CH2:34][OH:35].[Pd:32]>>[CH3:1][c:2]1[c:3]([CH2:13][CH2:14][O:15][c:16]2[cH:17][cH:18][c:19]([CH2:22][CH2:23][CH2:24][CH:25]3[O:26][CH2:27][CH2:28][CH2:29][O:30]3)[cH:20][cH:21]2)[n:4][c:5](-[c:7]2[cH:8][cH:9][cH:10][cH:11][cH:12]2)[o:6]1. The reactants are OC1=CC=C2C(C(=COC2=C1)C1=CC=C(C=C1)OC)=O (7-hydroxy-3-(4-methoxyphenyl)-4H-chromen-4-one), C(=O)([O-])[O-].[K+].[K+] (K2CO3), BrC(C)C (2-bromopropane), CN(C)C=O (DMF). The solvent is O (H2O). Run at time 3 hour. Product: C(C)(C)OC1=CC=C2C(C(=COC2=C1)C1=CC=C(C=C1)OC)=O (7-Isopropoxy-3-(4-methoxyphenyl)-4H-chromen-4-one). Isolated yield 94.1%. Reaction SMILES: [OH:1][C:2]1[CH:11]=[C:10]2[C:5]([C:6](=[O:20])[C:7]([C:12]3[CH:17]=[CH:16][C:15]([O:18][CH3:19])=[CH:14][CH:13]=3)=[CH:8][O:9]2)=[CH:4][CH:3]=1.C([O-])([O-])=O.[K+].[K+].Br[CH:28]([CH3:30])[CH3:29].CN(C=O)C>O>[CH:28]([O:1][C:2]1[CH:11]=[C:10]2[C:5]([C:6](=[O:20])[C:7]([C:12]3[CH:17]=[CH:16][C:15]([O:18][CH3:19])=[CH:14][CH:13]=3)=[CH:8][O:9]2)=[CH:4][CH:3]=1)([CH3:30])[CH3:29] |f:1.2.3|. Procedure: A mixture of Formononetin (1, 1.34 g, 5 mmol) (G. Y. Gao, et. al. Bioorg. Med. Chem. 2003, 11, 4069), K2CO3 (0.69 g, 5 mol), 2-bromopropane (1.23 g, 10 mmol) and DMF (10 mL) was refluxed with stirring for 3 hrs (TLC monitoring). The mixture was then cooled and evaporated in vacuo to give a residue which was treated with H2O (50 mL). The precipitate thus obtained was collected, purified by column chromatography (MeOH/CH2Cl2=1:100), and crystallization from EtOH to give 2 (1.46 g, 94% yield). M.p.... The reactants are BrC=1C=C(C=NC1)C1(CC1)C(=O)[O-].[K+] (potassium 1-(5-bromopyridin-3-yl)cyclopropanecarboxylate), CN1C(CCC2=CC(=CC=C12)B1OC(C(O1)(C)C)(C)C)=O (1-methyl-6-(4,4,5,5-tetramethyl-[1,3,2]dioxaborolan-2-yl)-3,4-dihydro-1H-quinolin-2-one), C(=O)([O-])[O-].[Na+].[Na+] (Na2CO3). Reagents/catalysts: C1=CC=C(C=C1)P(C2=CC=CC=C2)C3=CC=CC=C3.C1=CC=C(C=C1)P(C2=CC=CC=C2)C3=CC=CC=C3.Cl[Pd]Cl (bis(triphenylphosphine)palladium(II)chloride). Run in CN(C)C=O (DMF). Reaction conditions: temperature 120 celsius. Yields the product CN1C(CCC2=CC(=CC=C12)C=1C=C(C=NC1)C1(CC1)C(=O)O)=O (1-(5-(1-Methyl-2-oxo-1,2,3,4-tetrahydroquinolin-6-yl)pyridin-3-yl)cyclopropane-carboxylic acid). Yield: 112.5%. RXN SMILES: Br[C:2]1[CH:3]=[C:4]([C:8]2([C:11]([O-:13])=[O:12])[CH2:10][CH2:9]2)[CH:5]=[N:6][CH:7]=1.[K+].[CH3:15][N:16]1[C:25]2[C:20](=[CH:21][C:22](B3OC(C)(C)C(C)(C)O3)=[CH:23][CH:24]=2)[CH2:19][CH2:18][C:17]1=[O:35].C([O-])([O-])=O.[Na+].[Na+]>C1C=CC(P(C2C=CC=CC=2)C2C=CC=CC=2)=CC=1.C1C=CC(P(C2C=CC=CC=2)C2C=CC=CC=2)=CC=1.Cl[Pd]Cl.CN(C=O)C>[CH3:15][N:16]1[C:25]2[C:20](=[CH:21][C:22]([C:2]3[CH:3]=[C:4]([C:8]4([C:11]([OH:13])=[O:12])[CH2:10][CH2:9]4)[CH:5]=[N:6][CH:7]=3)=[CH:23][CH:24]=2)[CH2:19][CH2:18][C:17]1=[O:35] |f:0.1,3.4.5,6.7.8|. Reported procedure: A flask was charged with potassium 1-(5-bromopyridin-3-yl)cyclopropanecarboxylate (0.5 g, 1.52 mmol), 1-methyl-6-(4,4,5,5-tetramethyl-[1,3,2]dioxaborolan-2-yl)-3,4-dihydro-1H-quinolin-2-one (intermediate A-1, 0.479 g, 1.67 mmol) and DMF (7 mL). Then, bis(triphenylphosphine)palladium(II)chloride (0.106 g, 0.152 mmol), followed by 1N aqueous Na2CO3 solution (3.64 mL, 2.4 mmol) were added and the reaction was heated to 120° C. (pre-heated oil bath) for 1 h. The mixture was evaporated to dryness and... The reactants are O=C([O-])[O-], CC(=O)OCCCCBr, CN(C)C=O, Cl, [K+], [K+], N#Cc1cccc(S)c1. Product: CC(=O)OCCCCSc1cccc(C#N)c1. RXN SMILES: [C:10](=[O:11])([O-:12])[O-:13].[C:16]([CH3:17])(=[O:18])[O:19][CH2:20][CH2:21][CH2:22][CH2:23][Br:24].[CH3:26][N:27]([CH3:28])[CH:29]=[O:30].[ClH:25].[K+:14].[K+:15].[SH:1][c:2]1[cH:3][c:4]([C:5]#[N:6])[cH:7][cH:8][cH:9]1>>[S:1]([c:2]1[cH:3][c:4]([C:5]#[N:6])[cH:7][cH:8][cH:9]1)[CH2:23][CH2:22][CH2:21][CH2:20][O:19][C:16]([CH3:17])=[O:18].